This data is from the Open Reaction Database (ORD), a public repository of structured organic reaction records. The task is: describe an organic reaction: reactants, conditions, products, and yield The reactants are BrB(Br)Br, CO, ClC(Cl)Cl, COc1cccc(Oc2cc(-n3c(=O)cc(C(F)(F)F)n(C)c3=O)c(F)cc2C#N)c1. Yields the product Cn1c(C(F)(F)F)cc(=O)n(-c2cc(Oc3cccc(O)c3)c(C#N)cc2F)c1=O. RXN SMILES: [B:38]([Br:39])([Br:40])[Br:41].[CH3:32][OH:33].[CH:34]([Cl:35])([Cl:36])[Cl:37].[F:1][c:2]1[c:3](-[n:19]2[c:20](=[O:31])[n:21]([CH3:30])[c:22]([C:26]([F:27])([F:28])[F:29])[cH:23][c:24]2=[O:25])[cH:4][c:5]([O:10][c:11]2[cH:12][c:13]([O:17][CH3:18])[cH:14][cH:15][cH:16]2)[c:6]([C:8]#[N:9])[cH:7]1>>[F:1][c:2]1[c:3](-[n:19]2[c:20](=[O:31])[n:21]([CH3:30])[c:22]([C:26]([F:27])([F:28])[F:29])[cH:23][c:24]2=[O:25])[cH:4][c:5]([O:10][c:11]2[cH:12][c:13]([OH:17])[cH:14][cH:15][cH:16]2)[c:6]([C:8]#[N:9])[cH:7]1. The reactants are C(C)(C)(C)[Si](C)(C)O[C@@H]1C[C@H](CCC1)OC1=C(C=CC(=C1)F)[N+](=O)[O-] (racemic tert-Butyl-[trans-3-(5-fluoro-2-nitro-phenoxy)cyclohexyloxy]-dimethyl-silane). Reagents/catalysts: [Ni] (Raney Nickel). Solvent: CO (methanol). Reaction conditions: time 6 hour. Yields the product C(C)(C)(C)[Si](O[C@@H]1C[C@H](CCC1)OC1=C(C=CC(=C1)F)N)(C)C (2-[trans-3-(tert-Butyl-dimethyl-silanyloxy)-cyclohexyloxy]-4-fluoro-phenylamine). Reaction SMILES: [C:1]([Si:5]([O:8][C@H:9]1[CH2:14][CH2:13][CH2:12][C@H:11]([O:15][C:16]2[CH:21]=[C:20]([F:22])[CH:19]=[CH:18][C:17]=2[N+:23]([O-])=O)[CH2:10]1)([CH3:7])[CH3:6])([CH3:4])([CH3:3])[CH3:2]>[Ni].CO>[C:1]([Si:5]([CH3:7])([CH3:6])[O:8][C@H:9]1[CH2:14][CH2:13][CH2:12][C@H:11]([O:15][C:16]2[CH:21]=[C:20]([F:22])[CH:19]=[CH:18][C:17]=2[NH2:23])[CH2:10]1)([CH3:4])([CH3:3])[CH3:2]. Procedure details: A mixture of 9.2 g racemic tert-Butyl-[trans-3-(5-fluoro-2-nitro-phenoxy)cyclohexyloxy]-dimethyl-silane and 0.92 g of Raney Nickel in 200 ml of methanol was hydrogenated at rt under 50 psi for 6 hours. The reaction mixture was filtered and the filtrate concentrated. The reactants are Cc1nccn1-c1cccc(N)c1, O=Cc1cnn2ccc(Cl)nc12, C1COCCO1. The product is Cc1nccn1-c1cccc(Nc2ccn3ncc(C=O)c3n2)c1. Reaction SMILES: [CH3:13][c:14]1[n:15](-[c:19]2[cH:20][c:21]([NH2:22])[cH:23][cH:24][cH:25]2)[cH:16][cH:17][n:18]1.[Cl:1][c:2]1[n:3][c:4]2[n:5]([cH:6][cH:7]1)[n:8][cH:9][c:10]2[CH:11]=[O:12].[O:26]1[CH2:27][CH2:28][O:29][CH2:30][CH2:31]1>>[c:2]1([NH:22][c:21]2[cH:20][c:19](-[n:15]3[c:14]([CH3:13])[n:18][cH:17][cH:16]3)[cH:25][cH:24][cH:23]2)[n:3][c:4]2[n:5]([cH:6][cH:7]1)[n:8][cH:9][c:10]2[CH:11]=[O:12]. Reactants: C(C)OC(CN1C=CC=2N=CN=C(C21)NC2=CC(=C(C=C2)OC2=CC(=CC=C2)C(F)(F)F)Cl)=O (Ethyl[4-({3-chloro-4-[3-(trifluoromethyl)phenoxy]phenyl}amino)-5H-pyrrolo[3,2-d]pyrimidin-5-yl]acetate), Cl (hydrochloric acid). The solvent is O1CCCC1 (tetrahydrofuran), C(C)O (ethanol), [OH-].[Na+] (sodium hydroxide). Conditions: time 30 minute. Yields the product ClC=1C=C(C=CC1OC1=CC(=CC=C1)C(F)(F)F)NC=1C2=C(N=CN1)C=CN2CC(=O)O ([4-({3-chloro-4-[3-(trifluoromethyl)phenoxy]phenyl}amino)-5H-pyrrolo[3,2-d]pyrimidin-5-yl]acetic acid). Isolated yield 81.4%. As a reaction SMILES: C([O:3][C:4](=[O:34])[CH2:5][N:6]1[C:14]2[C:13]([NH:15][C:16]3[CH:21]=[CH:20][C:19]([O:22][C:23]4[CH:28]=[CH:27][CH:26]=[C:25]([C:29]([F:32])([F:31])[F:30])[CH:24]=4)=[C:18]([Cl:33])[CH:17]=3)=[N:12][CH:11]=[N:10][C:9]=2[CH:8]=[CH:7]1)C.Cl>O1CCCC1.C(O)C.[OH-].[Na+]>[Cl:33][C:18]1[CH:17]=[C:16]([NH:15][C:13]2[C:14]3[N:6]([CH2:5][C:4]([OH:34])=[O:3])[CH:7]=[CH:8][C:9]=3[N:10]=[CH:11][N:12]=2)[CH:21]=[CH:20][C:19]=1[O:22][C:23]1[CH:28]=[CH:27][CH:26]=[C:25]([C:29]([F:30])([F:32])[F:31])[CH:24]=1 |f:4.5|. Procedure: Ethyl[4-({3-chloro-4-[3-(trifluoromethyl)phenoxy]phenyl}amino)-5H-pyrrolo[3,2-d]pyrimidin-5-yl]acetate (221.2 mg) was dissolved in a mixed solvent of tetrahydrofuran (1.5 mL)/ethanol (1.5 mL), 1N aqueous sodium hydroxide solution (0.6 mL) was added, and the mixture was stirred at room temperature for 30 min. The reaction mixture was adjusted to pH 2-3 with 1N hydrochloric acid and extracted with a mixed solvent of ethyl acetate/tetrahydrofuran=1/1. The organic layer washed with saturated brine, ... Reactants: COc1ccc(O)cc1OC, CCOC(C)=O, CCCCCC, CC(C)=O, N#CCCl, [K+], [K+], O=C([O-])[O-]. The product is COc1ccc(OCC#N)cc1OC. RXN SMILES: [CH3:1][O:2][c:3]1[cH:4][c:5]([OH:11])[cH:6][cH:7][c:8]1[O:9][CH3:10].[CH3:22][CH2:23][O:24][C:25]([CH3:26])=[O:27].[CH3:28][CH2:29][CH2:30][CH2:31][CH2:32][CH3:33].[CH3:34][C:35](=[O:36])[CH3:37].[Cl:12][CH2:13][C:14]#[N:15].[K+:16].[K+:17].[O-:18][C:19]([O-:20])=[O:21]>>[CH3:1][O:2][c:3]1[cH:4][c:5]([O:11][CH2:13][C:14]#[N:15])[cH:6][cH:7][c:8]1[O:9][CH3:10]. Reactants: [N+](=O)([O-])C1=CC=C(C=C1)OC(=O)N1C2=C(C(CCC1)(C)C)C=CC(=C2)[N+](=O)[O-] (5,5-Dimethyl-8-nitro-2,3,4,5-tetrahydro-benzo[b]azepine-1-carboxylic acid 4-nitro-phenyl ester), N1CCCC1 (pyrrolidine). Solvent: O1CCCC1 (tetrahydrofuran). Run at temperature 60 celsius. Yields the product CC1(C2=C(N(CCC1)C(=O)N1CCCC1)C=C(C=C2)[N+](=O)[O-])C ((5,5-Dimethyl-8-nitro-2,3,4,5-tetrahydro-benzo[b]azepin-1-yl)-pyrrolidin-1-yl-methanone). The yield is 99.7%. RXN SMILES: [N+](C1C=CC([O:10][C:11]([N:13]2[CH2:19][CH2:18][CH2:17][C:16]([CH3:21])([CH3:20])[C:15]3[CH:22]=[CH:23][C:24]([N+:26]([O-:28])=[O:27])=[CH:25][C:14]2=3)=O)=CC=1)([O-])=O.[NH:29]1[CH2:33][CH2:32][CH2:31][CH2:30]1>O1CCCC1>[CH3:21][C:16]1([CH3:20])[CH2:17][CH2:18][CH2:19][N:13]([C:11]([N:29]2[CH2:33][CH2:32][CH2:31][CH2:30]2)=[O:10])[C:14]2[CH:25]=[C:24]([N+:26]([O-:28])=[O:27])[CH:23]=[CH:22][C:15]1=2. Procedure: 5,5-Dimethyl-8-nitro-2,3,4,5-tetrahydro-benzo[b]azepine-1-carboxylic acid 4-nitro-phenyl ester (0.442 g, 0.00115 mol), pyrrolidine (1.090 mL, 0.013 mol) and anhydrous tetrahydrofuran (10 mL) were combined in a round bottom flask and heated to 60° C. for 23 hours. The reaction was concentrated under reduced pressure, then purified by normal phase chromatography to yield an off-white solid, (5,5-Dimethyl-8-nitro-2,3,4,5-tetrahydro-benzo[b]azepin-1-yl)-pyrrolidin-1-yl-methanone (0.364 g, 78%). LCMS...